Dataset: the Open Reaction Database (ORD), a public repository of structured organic reaction records. Task: describe an organic reaction: reactants, conditions, products, and yield Yields the product N12CCCCC2CC1=O (1-Aza-Bicyclo[4.2.0]Octan-8-one). Procedure: Pan et al., Eur. J. Pharmacol., 264:177-182 (1994) (“Pan”) describes the synthesis of bromine-substituted methylphenidate analogs. In particular, Pan describes the synthesis of the o-bromo, m-bromo and p-bromo methylphenidate (bromo substitutents on the phenyl ring). The Panizzon synthesis of methylphenidate was modified to prepare p-bromomethylphenidate. Briefly, methylphenidate's molecular skeleton was prepared by base catalyzed reaction of p-bromophenylacetonitrile with o-chloropyridine. Foll... Starting materials: COC(=O)C(C1CCCCN1)C2=CC=C(C=C2)Br (p-bromomethylphenidate), COC(=O)[C@H]([C@H]1CCCCN1)C2=CC=CC=C2 (dl-threo-methylphenidate). As a reaction SMILES: C[O:2][C:3]([CH:5](C1C=CC(Br)=CC=1)[CH:6]1[NH:11][CH2:10][CH2:9][CH2:8][CH2:7]1)=O.COC([C@@H](C1C=CC=CC=1)[C@@H]1NCCCC1)=O>>[N:11]12[C:3](=[O:2])[CH2:5][CH:6]1[CH2:7][CH2:8][CH2:9][CH2:10]2.